Task: describe an organic reaction: reactants, conditions, products, and yield. Dataset: the Open Reaction Database (ORD), a public repository of structured organic reaction records Reactants: CC(C)(C)OC(=O)CC(Cc1ccc(Cl)cc1)C(=O)O, ClCCCl, CS(=O)(=O)N(CC1CC1)c1ccccc1N1CCNCC1, ClCCl, On1nnc2ccccc21. The product is CC(C)(C)OC(=O)CC(Cc1ccc(Cl)cc1)C(=O)N1CCN(c2ccccc2N(CC2CC2)S(C)(=O)=O)CC1. As a reaction SMILES: [C:22]([CH3:23])([CH3:24])([CH3:25])[O:26][C:27](=[O:28])[CH2:29][CH:30]([C:31](=[O:32])[OH:33])[CH2:34][c:35]1[cH:36][cH:37][c:38]([Cl:41])[cH:39][cH:40]1.[CH2:52]([Cl:53])[CH2:54][Cl:55].[CH:1]1([CH2:4][N:5]([c:6]2[c:7]([N:12]3[CH2:13][CH2:14][NH:15][CH2:16][CH2:17]3)[cH:8][cH:9][cH:10][cH:11]2)[S:18](=[O:19])(=[O:20])[CH3:21])[CH2:2][CH2:3]1.[Cl:56][CH2:57][Cl:58].[OH:42][n:43]1[c:44]2[c:45]([cH:46][cH:47][cH:48][cH:49]2)[n:50][n:51]1>>[CH:1]1([CH2:4][N:5]([c:6]2[c:7]([N:12]3[CH2:13][CH2:14][N:15]([C:31]([CH:30]([CH2:29][C:27]([O:26][C:22]([CH3:23])([CH3:24])[CH3:25])=[O:28])[CH2:34][c:35]4[cH:36][cH:37][c:38]([Cl:41])[cH:39][cH:40]4)=[O:32])[CH2:16][CH2:17]3)[cH:8][cH:9][cH:10][cH:11]2)[S:18](=[O:19])(=[O:20])[CH3:21])[CH2:2][CH2:3]1. The reactants are BrCc1ccccc1, CCCC[N+](CCCC)(CCCC)CCCC, C1CCOC1, CCOC(C)=O, [I-], [K+], CC(C)(C)OC(=O)NC1CSCCNC1=O, [OH-]. The product is CC(C)(C)OC(=O)NC1CSCCN(Cc2ccccc2)C1=O. Reaction SMILES: [Br:17][CH2:18][c:19]1[cH:20][cH:21][cH:22][cH:23][cH:24]1.[CH2:34]([N+:35]([CH2:36][CH2:37][CH2:38][CH3:39])([CH2:40][CH2:41][CH2:42][CH3:43])[CH2:44][CH2:45][CH2:46][CH3:47])[CH2:48][CH2:49][CH3:50].[CH2:51]1[O:52][CH2:53][CH2:54][CH2:55]1.[CH3:27][CH2:28][O:29][C:30]([CH3:31])=[O:32].[I-:33].[K+:26].[O:1]=[C:2]1[NH:3][CH2:4][CH2:5][S:6][CH2:7][CH:8]1[NH:9][C:10]([O:11][C:12]([CH3:13])([CH3:14])[CH3:15])=[O:16].[OH-:25]>>[O:1]=[C:2]1[N:3]([CH2:18][c:19]2[cH:20][cH:21][cH:22][cH:23][cH:24]2)[CH2:4][CH2:5][S:6][CH2:7][CH:8]1[NH:9][C:10]([O:11][C:12]([CH3:13])([CH3:14])[CH3:15])=[O:16]. The reactants are CS(=O)(=O)O (methanesulfonic acid), S1CCC(CC1)=O (tetrahydrothiopyran-4-one), C(OC)(OC)OC (trimethyl orthoformate). Solvent: C(Cl)Cl (methylene chloride), CO (methanol), CO (methanol), C(Cl)(Cl)Cl (chloroform). Product: COC1=CCS(CC1)(=O)=O (4-Methoxy-1,1-dioxo-5,6-dihydro-(2H)-Thiopyran). RXN SMILES: S1C[CH2:5][C:4](=[O:7])[CH2:3][CH2:2]1.[CH:8](OC)(OC)OC.[CH3:15][S:16]([OH:19])(=O)=[O:17]>CO.C(Cl)Cl.C(Cl)(Cl)Cl>[CH3:8][O:7][C:4]1[CH2:5][CH2:15][S:16](=[O:19])(=[O:17])[CH2:2][CH:3]=1. Reported procedure: 4-Methoxy-1,1-dioxo-5,6-dihydro-(2H)-Thiopyran is prepared from the available tetrahydrothiopyran-4-one (Aldrich) by ketalization with trimethyl orthoformate in methanol containing catalytic sulfuric acid, followed by oxidation with excess m-chlorolperbenzoic acid in methylene chloride, followed by acid promoted elimination of methanol using, for instance, methanesulfonic acid in hot chloroform (to drive off by-product methanol by distillation). The reactants are COC(=O)C1=C(C=2N(C=C1)C=NC2)Cl (8-chloro-imidazo[1,5-a]pyridine-7-carboxylic acid methyl ester), BrC1=CC(=C(N)C=C1)F (4-bromo-2-fluoroaniline), 2-dicyclohexylFphosphino-2′,6′-diisopropoxybiphenyl, [O-]P(=O)([O-])[O-].[K+].[K+].[K+] (K3PO4). Reagents/catalysts: C=1C=CC(=CC1)/C=C/C(=O)/C=C/C2=CC=CC=C2.C=1C=CC(=CC1)/C=C/C(=O)/C=C/C2=CC=CC=C2.C=1C=CC(=CC1)/C=C/C(=O)/C=C/C2=CC=CC=C2.[Pd].[Pd] (Pd2dba3). Run in C1(=CC=CC=C1)C (toluene). Run at temperature 100 celsius. Yields the product COC(=O)C1=C(C=2N(C=C1)C=NC2)NC2=C(C=C(C=C2)Br)F (8-(4-Bromo-2-fluoro-phenylamino)-imidazo[1,5-a]pyridine-7-carboxylic acid methyl ester). The yield is 27.7%. RXN SMILES: [CH3:1][O:2][C:3]([C:5]1[CH:10]=[CH:9][N:8]2[CH:11]=[N:12][CH:13]=[C:7]2[C:6]=1Cl)=[O:4].[Br:15][C:16]1[CH:22]=[CH:21][C:19]([NH2:20])=[C:18]([F:23])[CH:17]=1.[O-]P([O-])([O-])=O.[K+].[K+].[K+]>C1(C)C=CC=CC=1.C1C=CC(/C=C/C(/C=C/C2C=CC=CC=2)=O)=CC=1.C1C=CC(/C=C/C(/C=C/C2C=CC=CC=2)=O)=CC=1.C1C=CC(/C=C/C(/C=C/C2C=CC=CC=2)=O)=CC=1.[Pd].[Pd]>[CH3:1][O:2][C:3]([C:5]1[CH:10]=[CH:9][N:8]2[CH:11]=[N:12][CH:13]=[C:7]2[C:6]=1[NH:20][C:19]1[CH:21]=[CH:22][C:16]([Br:15])=[CH:17][C:18]=1[F:23])=[O:4] |f:2.3.4.5,7.8.9.10.11|. Procedure details: A suspension of 8-chloro-imidazo[1,5-a]pyridine-7-carboxylic acid methyl ester (500 mg, 2.38 mmol), 4-bromo-2-fluoroaniline (543 mg, 2.86 mmol), Pd2dba3 (110 mg, 0.12 mmol), 2-dicyclohexylFphosphino-2′,6′-diisopropoxybiphenyl (224 mg, 0.48 mmol) and K3PO4 (710 mg, 3.33 mmol) in toluene (10 mL) was degassed and then heated at 100° C. for 18 hours. The reaction mixture was then cooled to room temperature, diluted with ethyl acetate and filtered. The filtrate was washed with water and brine, then l... Reactants: C(C)(=O)C1=C(C=CC=C1)B(O)O (2-Acetylphenylboronic acid), ClC1=CC(=C(C=C1)I)F (4-chloro-2-fluoroiodobenzene), C([O-])([O-])=O.[K+].[K+] (potassium carbonate). The reagents and catalysts are C=1C=CC(=CC1)[P](C=2C=CC=CC2)(C=3C=CC=CC3)[Pd]([P](C=4C=CC=CC4)(C=5C=CC=CC5)C=6C=CC=CC6)([P](C=7C=CC=CC7)(C=8C=CC=CC8)C=9C=CC=CC9)[P](C=1C=CC=CC1)(C=1C=CC=CC1)C=1C=CC=CC1 (tetrakis(triphenylphosphine)palladium). The solvent is C1(=CC=CC=C1)C.C(C)O (toluene ethanol). Reaction conditions: temperature 85 celsius. Product: ClC1=CC(=C(C=C1)C1=C(C=CC=C1)C(C)=O)F (1-(4′-Chloro-2′-fluoro-1,1′-biphenyl-2-yl)ethanone). The yield is 53.7%. As a reaction SMILES: [C:1]([C:4]1[CH:9]=[CH:8][CH:7]=[CH:6][C:5]=1B(O)O)(=[O:3])[CH3:2].[Cl:13][C:14]1[CH:19]=[CH:18][C:17](I)=[C:16]([F:21])[CH:15]=1.C(=O)([O-])[O-].[K+].[K+]>C1(C)C=CC=CC=1.C(O)C.C1C=CC([P]([Pd]([P](C2C=CC=CC=2)(C2C=CC=CC=2)C2C=CC=CC=2)([P](C2C=CC=CC=2)(C2C=CC=CC=2)C2C=CC=CC=2)[P](C2C=CC=CC=2)(C2C=CC=CC=2)C2C=CC=CC=2)(C2C=CC=CC=2)C2C=CC=CC=2)=CC=1>[Cl:13][C:14]1[CH:19]=[CH:18][C:17]([C:5]2[CH:6]=[CH:7][CH:8]=[CH:9][C:4]=2[C:1](=[O:3])[CH3:2])=[C:16]([F:21])[CH:15]=1 |f:2.3.4,5.6,^1:41,43,62,81|. Procedure details: 2-Acetylphenylboronic acid (5 g, 30.5 mmol) and 4-chloro-2-fluoroiodobenzene (8.6 g, 33.5 mmol) were dissolved in a toluene/ethanol mixture (6:1, 175 mL). An aqueous solution of potassium carbonate (2 M, 60 mL) and tetrakis(triphenylphosphine)palladium (0) (1.06 g, 0.91 mmol) were added to the solution and the entire mixture was degassed using vacuum and stirring with intermittent nitrogen purge. The mixture was heated at 85° C. with stirring for 14 hours. The mixture was allowed to cool and the... Reactants: COC(CCNC(C1=CC=C(C=C1)C(CC(C)C)SC1=CC=C(C=C1)C1=CC=C(C=C1)OC(F)(F)F)=O)=O (3-{4-[3-Methyl-1-(4′-trifluoromethoxy-biphenyl-4-ylsulfanyl)-butyl]-benzoylamino}-propionic acid methyl ester), CO (methanol), [OH-].[Na+] (sodium hydroxide). Conditions: time 5 hour. The product is FC(C)OC1=CC=C(C=C1)C1=CC=C(C=C1)SC(CC(C)C)C1=CC=C(C(=O)NCCC(=O)O)C=C1 (Racemic 3-(4-{1-[4′-(1-Fluoro-ethoxy)-biphenyl-4-ylsulfanyl]-3-methyl-butyl}-benzoylamino)-propionic acid). RXN SMILES: C[O:2][C:3](=[O:38])[CH2:4][CH2:5][NH:6][C:7](=[O:37])[C:8]1[CH:13]=[CH:12][C:11]([CH:14]([S:19][C:20]2[CH:25]=[CH:24][C:23]([C:26]3[CH:31]=[CH:30][C:29]([O:32][C:33]([F:36])(F)F)=[CH:28][CH:27]=3)=[CH:22][CH:21]=2)[CH2:15][CH:16]([CH3:18])[CH3:17])=[CH:10][CH:9]=1.[OH-].[Na+].[CH3:41]O>>[F:36][CH:33]([O:32][C:29]1[CH:28]=[CH:27][C:26]([C:23]2[CH:24]=[CH:25][C:20]([S:19][CH:14]([C:11]3[CH:12]=[CH:13][C:8]([C:7]([NH:6][CH2:5][CH2:4][C:3]([OH:2])=[O:38])=[O:37])=[CH:9][CH:10]=3)[CH2:15][CH:16]([CH3:18])[CH3:17])=[CH:21][CH:22]=2)=[CH:31][CH:30]=1)[CH3:41] |f:1.2|. Procedure: To a mixture of 3-{4-[3-Methyl-1-(4′-trifluoromethoxy-biphenyl-4-ylsulfanyl)-butyl]-benzoylamino}-propionic acid methyl ester (20 mg) in methanol (2 mL) is added sodium hydroxide (5 N aqueous, 0.5 mL) and stirred for 5 h. The reaction mixture is concentrated and acidified by 5 N HCl (0.5 mL), extracted with ethyl acetate. Combined organic layers are washed with water and brine, dried over sodium sulfate. Concentration gives the title compound (18 mg). MS (ES): 531.2 [M−H]−. Starting materials: CC(C)Oc1ccccc1NCCNCc1cccc(C(=O)N2CCCCC2)c1, CI, [K+], [K+], O=C([O-])[O-], CN(C)C=O. Product: CC(C)Oc1ccccc1NCCN(C)Cc1cccc(C(=O)N2CCCCC2)c1. As a reaction SMILES: [CH:1]([CH3:2])([CH3:3])[O:4][c:5]1[c:6]([NH:11][CH2:12][CH2:13][NH:14][CH2:15][c:16]2[cH:17][c:18]([C:22](=[O:23])[N:24]3[CH2:25][CH2:26][CH2:27][CH2:28][CH2:29]3)[cH:19][cH:20][cH:21]2)[cH:7][cH:8][cH:9][cH:10]1.[I:36][CH3:37].[K+:30].[K+:31].[O-:32][C:33]([O-:34])=[O:35].[O:38]=[CH:39][N:40]([CH3:41])[CH3:42]>>[CH:1]([CH3:2])([CH3:3])[O:4][c:5]1[c:6]([NH:11][CH2:12][CH2:13][N:14]([CH2:15][c:16]2[cH:17][c:18]([C:22](=[O:23])[N:24]3[CH2:25][CH2:26][CH2:27][CH2:28][CH2:29]3)[cH:19][cH:20][cH:21]2)[CH3:33])[cH:7][cH:8][cH:9][cH:10]1.